This data is from the Open Reaction Database (ORD), a public repository of structured organic reaction records. The task is: describe an organic reaction: reactants, conditions, products, and yield The reactants are resultant mixture, C(C)(=O)[O-].[Na+] (Sodium acetate), Cl.NO (hydroxylamine hydrochloride), OC1C(C(CC1)=O)(C)C (3-hydroxy-2,2-dimethylcyclopentanone), Cl (hydrochloric acid). Solvent: C(C)O (ethanol), O (water). The product is OC1C(C(CC1)=NO)(C)C (3-hydroxy-2,2-dimethylcyclopentanone oxime). The yield is 92.1%. As a reaction SMILES: C([O-])(=O)C.[Na+].Cl.[NH2:7][OH:8].[OH:9][CH:10]1[CH2:14][CH2:13][C:12](=O)[C:11]1([CH3:17])[CH3:16].Cl>C(O)C.O>[OH:9][CH:10]1[CH2:14][CH2:13][C:12](=[N:7][OH:8])[C:11]1([CH3:17])[CH3:16] |f:0.1,2.3|. Procedure: Sodium acetate (3.58 g, 43.7 mmol) and hydroxylamine hydrochloride (2.85 g, 41.0 mmol) were added to a solution of 3-hydroxy-2,2-dimethylcyclopentanone (3.50 g, 27.3 mmol, from Step 1) in ethanol (50 mL) and water (10 mL). The resultant mixture was heated to 80° C. for 15 h, cooled to room temperature and acidified to pH 2-3 with 1 N hydrochloric acid. After removal of ethanol in vacuo, the aqueous residue was extracted with ethyl acetate (3×200 mL). The combined organic extracts were washed wit... Reactants: C1CCOC1, CO, COC(=O)c1cn(-c2ccccc2)cn1, [Li+], [OH-], O, O. Product: O=C(O)c1cn(-c2ccccc2)cn1. Reaction SMILES: [CH2:22]1[O:23][CH2:24][CH2:25][CH2:26]1.[CH3:19][OH:20].[CH3:4][O:5][C:6](=[O:7])[c:8]1[n:9][cH:10][n:11](-[c:13]2[cH:14][cH:15][cH:16][cH:17][cH:18]2)[cH:12]1.[Li+:2].[OH-:1].[OH2:21].[OH2:3]>>[O:5]=[C:6]([OH:7])[c:8]1[n:9][cH:10][n:11](-[c:13]2[cH:14][cH:15][cH:16][cH:17][cH:18]2)[cH:12]1. The reactants are Nc1ccc(F)c(Br)c1, CCO, N#Cc1cnc2ccc([N+](=O)[O-])cc2c1Cl. The product is N#Cc1cnc2ccc([N+](=O)[O-])cc2c1Nc1ccc(F)c(Br)c1. RXN SMILES: [Br:17][c:18]1[cH:19][c:20]([NH2:21])[cH:22][cH:23][c:24]1[F:25].[CH3:26][CH2:27][OH:28].[Cl:1][c:2]1[c:3]([C:15]#[N:16])[cH:4][n:5][c:6]2[cH:7][cH:8][c:9]([N+:12](=[O:13])[O-:14])[cH:10][c:11]12>>[c:2]1([NH:21][c:20]2[cH:19][c:18]([Br:17])[c:24]([F:25])[cH:23][cH:22]2)[c:3]([C:15]#[N:16])[cH:4][n:5][c:6]2[cH:7][cH:8][c:9]([N+:12](=[O:13])[O-:14])[cH:10][c:11]12. The reactants are C[Si]([Si](C)(C)C)(C)C.[Li] (lithium hexamethyl disilane), O.NN (Hydrazine monohydrate), S1C2=C(C=C1)C(CC2)=O (5,6-Dihydro-cyclopenta[b]thiophen-4-one), N(=C=S)C1=CC(=C(C=C1)OC)OC (4-Isothiocyanato-1,2-dimethoxy-benzene). Solvent: C(C)(=O)O (acetic acid), C1CCOC1 (THF), O (water). Conditions: time 8 hour. Product: S1C=2CC3=C(C2C=C1)NN=C3NC3=CC(=C(C=C3)OC)OC ((4,7-Dihydro-1-thia-4,5-diaza-cyclopenta[a]pentalen-6-yl)-(3,4-dimethoxy-phenyl)-amine). Isolated yield 30.0%. RXN SMILES: [S:1]1[CH:5]=[CH:4][C:3]2[C:6](=O)[CH2:7][CH2:8][C:2]1=2.[N:10]([C:13]1[CH:18]=[CH:17][C:16]([O:19][CH3:20])=[C:15]([O:21][CH3:22])[CH:14]=1)=[C:11]=S.C[Si](C)(C)[Si](C)(C)C.[Li].O.[NH2:33][NH2:34]>C1COCC1.O.C(O)(=O)C>[S:1]1[CH:5]=[CH:4][C:3]2[C:6]3[NH:33][N:34]=[C:11]([NH:10][C:13]4[CH:18]=[CH:17][C:16]([O:19][CH3:20])=[C:15]([O:21][CH3:22])[CH:14]=4)[C:7]=3[CH2:8][C:2]1=2 |f:2.3,4.5,^1:30|. Procedure: A mixture of 5,6-Dihydro-cyclopenta[b]thiophen-4-one (1.0 g, 7.4 mmol) and 4-Isothiocyanato-1,2-dimethoxy-benzene (1.5 g, 7.2 mmol) in THF (2.0 mL) was added to lithium hexamethyl disilane (7.0 mL, 7.2 mmol) dropwise at room temperature. The reaction mixture was stirred for 8 hr. Hydrazine monohydrate (0.4 mL, 7.9 mmol) and glacial acetic acid (0.5 mL) were added to the reaction mixture, which was then heated at the reflux temperature for 24 hr. The resulting mixture was added to water (30 mL) a... The reactants are CCCCCC(CC(=O)Nc1cc(C(N)=O)ccc1C(C)(C)C)c1ccccc1OC, CC(=O)n1ccnc1, C[Si](C)(C)[N-][Si](C)(C)C, Cc1ccccc1, CCOC(C)=O, [K+], C1CCOC1. Yields the product CCCCCC(CC(=O)Nc1cc(C(=O)NC(C)=O)ccc1C(C)(C)C)c1ccccc1OC. RXN SMILES: [C:11]([CH3:12])([CH3:13])([CH3:14])[c:15]1[c:16]([NH:24][C:25]([CH2:26][CH:27]([CH2:28][CH2:29][CH2:30][CH2:31][CH3:32])[c:33]2[c:34]([O:39][CH3:40])[cH:35][cH:36][cH:37][cH:38]2)=[O:41])[cH:17][c:18]([C:21]([NH2:22])=[O:23])[cH:19][cH:20]1.[C:42]([CH3:43])(=[O:44])[n:45]1[cH:46][cH:47][n:48][cH:49]1.[CH3:1][Si:2]([N-:3][Si:4]([CH3:5])([CH3:6])[CH3:7])([CH3:8])[CH3:9].[CH3:50][c:51]1[cH:52][cH:53][cH:54][cH:55][cH:56]1.[CH3:62][CH2:63][O:64][C:65](=[O:66])[CH3:67].[K+:10].[O:57]1[CH2:58][CH2:59][CH2:60][CH2:61]1>>[C:11]([CH3:12])([CH3:13])([CH3:14])[c:15]1[c:16]([NH:24][C:25]([CH2:26][CH:27]([CH2:28][CH2:29][CH2:30][CH2:31][CH3:32])[c:33]2[c:34]([O:39][CH3:40])[cH:35][cH:36][cH:37][cH:38]2)=[O:41])[cH:17][c:18]([C:21]([NH:22][C:42]([CH3:43])=[O:44])=[O:23])[cH:19][cH:20]1. Reactants: CC=1NC=CC1C(=O)OCC (ethyl 2-methyl-1H-pyrrole-3-carboxylate), BrC=1C(=CC2=C(OCO2)C1)C=O (6-bromo-1,3-benzodioxole-5-carbaldehyde), N1C=C(C=C1)C(=O)OCC (ethyl 1H-pyrrole-3-carboxylate), BrC1=C(C=O)C=CC(=C1)Cl (2-bromo-4-chlorobenzaldehyde). Product: C(C)OC(=O)C=1C=C(N(C1)C)C=1C(=CC2=C(OCO2)C1)C(=O)O (6-[4-(Ethoxycarbonyl)-1-methyl-1H-pyrrol-2-yl]-1,3-benzodioxole-5-carboxylic acid). Reaction SMILES: C[C:2]1[NH:3][CH:4]=[CH:5][C:6]=1[C:7]([O:9][CH2:10][CH3:11])=[O:8].N1[CH:16]=[CH:15][C:14]([C:17]([O:19]CC)=[O:18])=[CH:13]1.Br[C:23]1C=C(Cl)C=CC=1C=O.BrC1C(C=O)=C[C:36]2[O:40][CH2:39][O:38][C:37]=2C=1>>[CH2:10]([O:9][C:7]([C:6]1[CH:5]=[C:4]([C:15]2[C:14]([C:17]([OH:19])=[O:18])=[CH:13][C:36]3[O:40][CH2:39][O:38][C:37]=3[CH:16]=2)[N:3]([CH3:23])[CH:2]=1)=[O:8])[CH3:11]. Reported procedure: The procedure is in accordance with the process of Preparation 1, replacing, on the one hand, the ethyl 2-methyl-1H-pyrrole-3-carboxylate used in Step A by ethyl 1H-pyrrole-3-carboxylate and, on the other hand, the 2-bromo-4-chlorobenzaldehyde used in Step B by 6-bromo-1,3-benzodioxole-5-carbaldehyde. Starting materials: [Cl-].[NH4+] (Ammonium chloride), lithium tetrachlorocuprate, C(C1=CC=CC=C1)[Mg]Cl (benzylmagnesium chloride), BrC(CCCCC)Cl (Bromochlorohexane), C1(=CC=CC=C1)C (toluene). Run in O1CCCC1 (tetrahydrofuran). Run at time 30 minute. The product is ClCCCCCCCC1=CC=CC=C1 (7-chloro-1-phenylheptane). As a reaction SMILES: [CH2:1]([Mg]Cl)[C:2]1[CH:7]=[CH:6][CH:5]=[CH:4][CH:3]=1.Br[CH:11]([Cl:17])[CH2:12][CH2:13][CH2:14][CH2:15][CH3:16].C1(C)C=CC=CC=1.[Cl-].[NH4+]>O1CCCC1>[Cl:17][CH2:11][CH2:12][CH2:13][CH2:14][CH2:15][CH2:16][CH2:1][C:2]1[CH:7]=[CH:6][CH:5]=[CH:4][CH:3]=1 |f:3.4|. Procedure: A solution of lithium tetrachlorocuprate [THF 33 L, lithium chloride (0.87 kg, 19.3 mol), cupric chloride (1.4 kg, 10.4 mol)] was added to a solution of benzylmagnesium chloride (160 L of 1.86M, 298 mol) in tetrahydrofuran at 15° C., and the mixture stirred for 30 min. Bromochlorohexane in toluene (85.5 kg of solution, 55% w/w by assay, 47.1 kg, 236 mol) was added over 3 h while maintaining the temperature between 15°-20° C. Stirring was continued for a further 1.25 h. 10% Ammonium chloride solu... Reactants: N#Cc1ccc(Br)c(C(F)(F)F)c1, C1COCCN1. The product is N#Cc1ccc(N2CCOCC2)c(C(F)(F)F)c1. RXN SMILES: [Br:1][c:2]1[c:3]([C:10]([F:11])([F:12])[F:13])[cH:4][c:5]([C:6]#[N:7])[cH:8][cH:9]1.[CH2:14]1[CH2:15][O:16][CH2:17][CH2:18][NH:19]1>>[c:2]1([N:19]2[CH2:14][CH2:15][O:16][CH2:17][CH2:18]2)[c:3]([C:10]([F:11])([F:12])[F:13])[cH:4][c:5]([C:6]#[N:7])[cH:8][cH:9]1.